This data is from the Open Reaction Database (ORD), a public repository of structured organic reaction records. The task is: describe an organic reaction: reactants, conditions, products, and yield The reactants are 40, FC1=C(C=CC(=C1)F)C(N1CCN(CC1)CC1=CC=CC=C1)=S (1-[(2,4-difluorophenyl)thioxomethyl]-4-(phenylmethyl)piperazine), C(CCC)O (1-butanol), O.NN (hydrazine monohydrate), C([O-])([O-])=O.[Na+].[Na+] (sodium carbonate). Run in CC1=CC=CC=C1 (methylbenzene), O (water), C(C)(=O)O (acetic acid). Reaction conditions: time 8 hour. Product: 12, FC1=CC=C2C(=NNC2=C1)N1CCN(CC1)CC1=CC=CC=C1 (6-fluoro-3-[4-(phenylmethyl)piperazinyl]-1H-indazole). Yield: 32.2%. As a reaction SMILES: F[C:2]1[CH:7]=[C:6]([F:8])[CH:5]=[CH:4][C:3]=1[C:9](=S)[N:10]1[CH2:15][CH2:14][N:13]([CH2:16][C:17]2[CH:22]=[CH:21][CH:20]=[CH:19][CH:18]=2)[CH2:12][CH2:11]1.C(O)CCC.O.[NH2:30][NH2:31].C(=O)([O-])[O-].[Na+].[Na+]>CC1C=CC=CC=1.O.C(O)(=O)C>[F:8][C:6]1[CH:7]=[C:2]2[C:3]([C:9]([N:10]3[CH2:15][CH2:14][N:13]([CH2:16][C:17]4[CH:22]=[CH:21][CH:20]=[CH:19][CH:18]=4)[CH2:12][CH2:11]3)=[N:30][NH:31]2)=[CH:4][CH:5]=1 |f:2.3,4.5.6|. Procedure details: A mixture of 40 parts of 1-[(2,4-difluorophenyl)thioxomethyl]-4-(phenylmethyl)piperazine, 144 parts of 1-butanol, 13 parts of hydrazine monohydrate and 24 parts of acetic acid was stirred overnight at reflux temperature. After cooling, 50 parts of sodium carbonate were added and stirring was continued for 3 hours at reflux temperature. The reaction mixture was cooled until room temperature and water and methylbenzene were added. After stirring for 15 minutes, the separated organic layer was drie...